From a dataset of the Open Reaction Database (ORD), a public repository of structured organic reaction records. describe an organic reaction: reactants, conditions, products, and yield Starting materials: ClC=1C=C(C(=O)NC=2C=CC(=C(C2)C2=CC=C(C=C2)C(=O)O)C)C=CN1.CC1=C(C=C(C=C1)NC(C1=CC(=NC=C1)N1CCCC1)=O)C1=CC=C(C=C1)C(=O)O (2′-Methyl-5′-[(2-pyrrolidin-1-ylisonicotinoyl)amino]-1,1′-biphenyl-4-carboxylic acid 5′-[(2-Chloroisonicotinoyl)amino]-2′-methyl-1,1′-biphenyl-4-carboxylic acid), N1CCCC1 (pyrrolidine). Product: CC1=C(C=C(C=C1)NC(C1=CC(=NC=C1)N1CCCC1)=O)C1=CC=C(C=C1)C(=O)O (2′-methyl-5′-[(2-pyrrolidin-1-ylisonicotinoyl)amino]-1,1′-biphenyl-4-carboxylic acid). Isolated yield 82.9%. As a reaction SMILES: ClC1C=C(C=CN=1)C(NC1C=CC(C)=C(C2C=CC(C(O)=O)=CC=2)C=1)=O.[CH3:27][C:28]1[CH:33]=[CH:32][C:31]([NH:34][C:35](=[O:47])[C:36]2[CH:41]=[CH:40][N:39]=[C:38]([N:42]3[CH2:46][CH2:45][CH2:44][CH2:43]3)[CH:37]=2)=[CH:30][C:29]=1[C:48]1[CH:53]=[CH:52][C:51]([C:54]([OH:56])=[O:55])=[CH:50][CH:49]=1.N1CCCC1>>[CH3:27][C:28]1[CH:33]=[CH:32][C:31]([NH:34][C:35](=[O:47])[C:36]2[CH:41]=[CH:40][N:39]=[C:38]([N:42]3[CH2:46][CH2:45][CH2:44][CH2:43]3)[CH:37]=2)=[CH:30][C:29]=1[C:48]1[CH:49]=[CH:50][C:51]([C:54]([OH:56])=[O:55])=[CH:52][CH:53]=1 |f:0.1|. Procedure: 2′-Methyl-5′-[(2-pyrrolidin-1-ylisonicotinoyl)amino]-1,1′-biphenyl-4-carboxylic acid 5′-[(2-Chloroisonicotinoyl)amino]-2′-methyl-1,1′-biphenyl-4-carboxylic acid (600 mg, 1.64 mmol) and pyrrolidine (0.6 ml) were heated in a sealed tube at 90° C. for 5 h. The excess pyrrolidine was evaporated under vacuum and the residue purified by flash chromatography (silica) eluting with DCM/ethanol/ammonia (20:8:1). The solvents were evaporated under vacuum to give 2′-methyl-5′-[(2-pyrrolidin-1-ylisonicotinoy... Starting materials: [N-]=[N+]=[N-].CN(C(N(C)C)=[NH2+])C (tetramethylguanidinium azide), FC(C1=CC=C(C(=O)C2=C(C=C(C=C2C)C)Cl)C=C1)(F)F (1-(4-trifluoromethylbenzoyl)-2-chloro-4,6-dimethylbenzene), BrN1C(CCC1=O)=O (N-bromosuccinimide), C(C1=CC=CC=C1)(=O)OOC(C1=CC=CC=C1)=O (dibenzoyl peroxide), BrN1C(CCC1=O)=O (N-bromosuccinimide). Run in C(Cl)(Cl)(Cl)Cl (carbon tetrachloride). Run at temperature 0 celsius, time 40 minute. The product is FC(C1=CC=C(C(=O)C2=C(C=C(CN=[N+]=[N-])C=C2C)Cl)C=C1)(F)F (4-(4-trifluoromethylbenzoyl)-3-chloro-5-methylbenzyl azide), FC(C1=CC=C(C(=O)C2=C(CN=[N+]=[N-])C=C(C=C2Cl)C)C=C1)(F)F (2-(4-trifluoromethylbenzoyl)-3-chloro-5-methylbenzyl azide), mixture. Isolated yield 17.0%. RXN SMILES: [F:1][C:2]([F:21])([F:20])[C:3]1[CH:19]=[CH:18][C:6]([C:7]([C:9]2[C:14]([CH3:15])=[CH:13][C:12]([CH3:16])=[CH:11][C:10]=2[Cl:17])=[O:8])=[CH:5][CH:4]=1.BrN1C(=O)CCC1=O.C(OOC(=O)C1C=CC=CC=1)(=O)C1C=CC=CC=1.[N-:48]=[N+:49]=[N-:50].CN(C)C(=[NH2+])N(C)C>C(Cl)(Cl)(Cl)Cl>[F:21][C:2]([F:20])([F:1])[C:3]1[CH:4]=[CH:5][C:6]([C:7]([C:9]2[C:14]([CH3:15])=[CH:13][C:12]([CH2:16][N:48]=[N+:49]=[N-:50])=[CH:11][C:10]=2[Cl:17])=[O:8])=[CH:18][CH:19]=1.[F:21][C:2]([F:20])([F:1])[C:3]1[CH:4]=[CH:5][C:6]([C:7]([C:9]2[C:10]([Cl:17])=[CH:11][C:12]([CH3:16])=[CH:13][C:14]=2[CH2:15][N:48]=[N+:49]=[N-:50])=[O:8])=[CH:18][CH:19]=1 |f:3.4|. Procedure details: A stirred mixture of 1-(4-trifluoromethylbenzoyl)-2-chloro-4,6-dimethylbenzene (6.90 g, 22.1 mmol), N-bromosuccinimide (3.94 g, 22.1 mmol), and dibenzoyl peroxide (224 mg, 0.925 mmol) in dry carbon tetrachloride (180 ml) was refluxed 44 hours. Additional N-bromosuccinimide (1.97 g, 11.1 mmol) was added and the mixture was refluxed 24 hours. The mixture was cooled to 0° C., filtered, and washed with carbon tetrachloride. The combined filtrate and washes were evaporated to dryness under vacuum, an...